Dataset: the Open Reaction Database (ORD), a public repository of structured organic reaction records. Task: describe an organic reaction: reactants, conditions, products, and yield Starting materials: BrCC(=O)C1=CC(=CC=C1)Br (2-bromo-1-(3-bromophenyl)ethanone), C(C)C=1NC=CN1 (2-ethylimidazole). Run in O1CCOCC1 (dioxane). Reaction conditions: temperature 80 celsius, time 1 hour. Yields the product BrC=1C=C(C=CC1)C(CN1C(=NC=C1)CC)=O (1-(3-Bromophenyl)-2-(2-ethylimidazol-1-yl)ethanone). Isolated yield 51.0%. Reaction SMILES: Br[CH2:2][C:3]([C:5]1[CH:10]=[CH:9][CH:8]=[C:7]([Br:11])[CH:6]=1)=[O:4].[CH2:12]([C:14]1[NH:15][CH:16]=[CH:17][N:18]=1)[CH3:13]>O1CCOCC1>[Br:11][C:7]1[CH:6]=[C:5]([C:3](=[O:4])[CH2:2][N:15]2[CH:16]=[CH:17][N:18]=[C:14]2[CH2:12][CH3:13])[CH:10]=[CH:9][CH:8]=1. Reported procedure: To a solution of 2-bromo-1-(3-bromophenyl)ethanone (120 mg, 0.432 mmol) in dioxane (2 mL) was added 2-ethylimidazole (83.0 mg, 0.864 mmol) and the reaction mixture was stirred for 1 h at 80° C. The reaction mixture was concentrated in vacuo and the residue was purified by flash chromatography using MeOH:CH2Cl2 (6:94) as eluent to give the sub-title compound in 51% yield (65 mg, 0.22 mmol).